From a dataset of the Open Reaction Database (ORD), a public repository of structured organic reaction records. describe an organic reaction: reactants, conditions, products, and yield Reactants: ClC=1C2=C(N=CN1)P=CN2 (7-chloro-1H-1,3-azaphospholo[4,5-d]pyrimidine), ClC=1C2=C(N=CN1)P=CN2 (7-chloro-1H-1,3-azaphospholo[4,5-d]pyrimidine), NC(=S)N (thiourea). Run in C(C)O (ethanol). Conditions: temperature 25 celsius. The product is N1C=PC=2N=CNC(C21)=S (1,3-Azaphospholo[4,5-d]pyrimidin-7(1H,6H)-thione). Yield: 53.3%. RXN SMILES: Cl[C:2]1[C:3]2[NH:10][CH:9]=[P:8][C:4]=2[N:5]=[CH:6][N:7]=1.NC(N)=[S:13]>C(O)C>[NH:10]1[C:3]2[C:2](=[S:13])[NH:7][CH:6]=[N:5][C:4]=2[P:8]=[CH:9]1. Procedure details: A mixture of 7-chloro-1H-1,3-azaphospholo[4,5-d]pyrimidine (compound 14, 0.23 g, 1.33 mmol), thiourea (0.15 g, 2.0 mmol) and absolute ethanol (10 mL) was heated under reflux for 90 min with stirring under anhydrous conditions. The reaction mixture was cooled to 25° C. and then the solvent was evaporated in vacuo. The residue was sonicated with ice-cold water (10 mL) and the precipitate was collected by filtration, washed with cold water (3×5 mL) and dried over P2O5 in vacuo first at 25° C. and t... Starting materials: C1=C(C=CC2=CC=CC=C12)C1=CC(=C(C(O1)=O)C#N)N1CCCCC1 (6-(naphthalen-2-yl)-2-oxo-4-(piperidin-1-yl)-2H-pyran-3-carbonitrile), indanone-1, [H-].[Na+] (NaH). Solvent: C1CCOC1 (THF). Product: C1=C(C=CC2=CC=CC=C12)C1=CC(=C(C=2C3=CC=CC=C3CC12)C#N)N1CCCCC1 (1-Naphthalen-2-yl-3-piperidin-1-yl-9H-fluorene-4-carbonitrile). As a reaction SMILES: [CH:1]1[C:10]2[C:5](=[CH:6][CH:7]=[CH:8][CH:9]=2)[CH:4]=[CH:3][C:2]=1[C:11]1O[C:15](=O)[C:14]([C:18]#[N:19])=[C:13]([N:20]2[CH2:25][CH2:24][CH2:23][CH2:22][CH2:21]2)[CH:12]=1.[H-].[Na+]>C1COCC1>[CH:1]1[C:10]2[C:5](=[CH:6][CH:7]=[CH:8][CH:9]=2)[CH:4]=[CH:3][C:2]=1[C:11]1[C:12]2[CH2:11][C:2]3[C:1](=[CH:10][CH:5]=[CH:4][CH:3]=3)[C:15]=2[C:14]([C:18]#[N:19])=[C:13]([N:20]2[CH2:25][CH2:24][CH2:23][CH2:22][CH2:21]2)[CH:12]=1 |f:1.2|. Procedure: A mixture of 6-(naphthalen-2-yl)-2-oxo-4-(piperidin-1-yl)-2H-pyran-3-carbonitrile (330 mg), indanone-1 (132 mg) and NaH (39 mg) in THF was stirred for <5 min. After completion, the reaction solvent was evaporated under vacuum to dryness and crude, solid was quenched with ice water and subsequently neutralized with dil. HCl, finally purified by column chromatography using ethylacetate-hexane as eluent. White solid; mp 136-138° C.; ESIMS 401 (M++1); IR (KBr) 2214 cm−1 (CN); HRMS calcd. for C2H24N2... RXN SMILES: [Br:12][CH2:13][C:14](=[O:15])[O-:16].[CH3:18][N:19]([CH3:20])[CH:21]=[O:22].[K+:11].[NH2:1][C:2](=[O:3])[c:4]1[cH:5][cH:6][cH:7][cH:8][cH:9]1.[Na+:17].[OH-:10]>>[NH:1]([C:2](=[O:3])[c:4]1[cH:5][cH:6][cH:7][cH:8][cH:9]1)[CH2:13][C:14](=[O:15])[OH:16]. The product is O=C(O)CNC(=O)c1ccccc1. Reactants: O=C([O-])CBr, CN(C)C=O, [K+], NC(=O)c1ccccc1, [Na+], [OH-]. As a reaction SMILES: [Cl:1][C:2]1[CH:3]=[C:4]2[C:8](=[C:9]([F:11])[CH:10]=1)[N:7]([CH2:12][CH2:13][S:14]([CH3:17])(=[O:16])=[O:15])[C:6]([CH2:18]Cl)=[CH:5]2.[CH3:20][S:21]([C:24]1[C:32]2[C:27](=[CH:28][N:29]=[CH:30][CH:31]=2)[NH:26][N:25]=1)(=[O:23])=[O:22].C([O-])([O-])=O.[K+].[K+]>CN(C=O)C>[Cl:1][C:2]1[CH:3]=[C:4]2[C:8](=[C:9]([F:11])[CH:10]=1)[N:7]([CH2:12][CH2:13][S:14]([CH3:17])(=[O:16])=[O:15])[C:6]([CH2:18][N:26]1[C:27]3=[CH:28][N:29]=[CH:30][CH:31]=[C:32]3[C:24]([S:21]([CH3:20])(=[O:22])=[O:23])=[N:25]1)=[CH:5]2 |f:2.3.4|. Starting materials: ClC=1C=C2C=C(N(C2=C(C1)F)CCS(=O)(=O)C)CCl (5-chloro-2-(chloromethyl)-7-fluoro-1-(2-(methylsulfonyl)ethyl)-1H-indole), CS(=O)(=O)C1=NNC2=CN=CC=C21 (3-(methylsulfonyl)-1H-pyrazolo[3,4-c]pyridine), C(=O)([O-])[O-].[K+].[K+] (K2CO3). Yield: 11.0%. The solvent is CN(C)C=O (DMF). The product is ClC=1C=C2C=C(N(C2=C(C1)F)CCS(=O)(=O)C)CN1N=C(C=2C1=CN=CC2)S(=O)(=O)C (1-({5-chloro-7-fluoro-1-[2-(methylsulfonyl)ethyl]-1H-indol-2-yl}methyl)-3-(methylsulfonyl)-1H-pyrazolo[3,4-c]pyridine). Reported procedure: A mixture of the crude 5-chloro-2-(chloromethyl)-7-fluoro-1-(2-(methylsulfonyl)ethyl)-1H-indole (0.36 mmol), 3-(methylsulfonyl)-1H-pyrazolo[3,4-c]pyridine (60 mg, 0.30 mmol) and K2CO3 (198 mg, 1.44 mmol) in 3 mL of DMF was stirred overnight and then the precipitate was filtered off. The filtrate was purified by preparative-HPLC to give 1-({5-chloro-7-fluoro-1-[2-(methylsulfonyl)ethyl]-1H-indol-2-yl}methyl)-3-(methylsulfonyl)-1H-pyrazolo[3,4-c]pyridine (16 mg, yield: 11%). Conditions: time 8 hour.